This data is from the Open Reaction Database (ORD), a public repository of structured organic reaction records. The task is: describe an organic reaction: reactants, conditions, products, and yield Reactants: Nc1c(Cl)cc(F)c(F)c1[N+](=O)[O-], O=N[O-], [Na+], O, O=P(O)(O)O, O=S(=O)(O)O. The product is O=[N+]([O-])c1cc(Cl)cc(F)c1F. As a reaction SMILES: [Cl:1][c:2]1[cH:3][c:4]([F:13])[c:5]([F:12])[c:6]([N+:9](=[O:10])[O-:11])[c:7]1[NH2:8].[N:14]([O-:15])=[O:16].[Na+:17].[OH2:28].[P:18](=[O:19])([OH:20])([OH:21])[OH:22].[S:23](=[O:24])(=[O:25])([OH:26])[OH:27]>>[Cl:1][c:2]1[cH:3][c:4]([F:13])[c:5]([F:12])[c:6]([N+:9](=[O:10])[O-:11])[cH:7]1. Starting materials: C(C)[Mg]Cl (ethylmagnesium chloride), CC1CCC(CC1)C=O (4-methylcyclohexanecarbaldehyde), Cl (hydrochloric acid), [Cl-].[NH4+] (ammonium chloride). Solvent: O1CCCC1 (tetrahydrofuran), O1CCCC1 (THF). Run at temperature 22.5 celsius, time 16 hour. The product is CC1CCC(CC1)C(CC)O (1-(4-methylcyclohexyl)propan-1-ol). As a reaction SMILES: [CH2:1]([Mg]Cl)[CH3:2].[CH3:5][CH:6]1[CH2:11][CH2:10][CH:9]([CH:12]=[O:13])[CH2:8][CH2:7]1.[Cl-].[NH4+].Cl>O1CCCC1>[CH3:5][CH:6]1[CH2:11][CH2:10][CH:9]([CH:12]([OH:13])[CH2:1][CH3:2])[CH2:8][CH2:7]1 |f:2.3|. Procedure details: 180 ml (0.36 mol) of a 2 M ethylmagnesium chloride solution in tetrahydrofuran (THF) was first treated with a solution of 37.8 g (0.3 mol) of 4-methylcyclohexanecarbaldehyde (cis/trans) in 70 ml of THF and then stirred under protective gas atmosphere for approximately 16 hours at 20-25° C. After addition of 250 ml of 15% by weight ammonium chloride solution, the mixture was acidified with semiconcentrated hydrochloric acid and then extracted with methyl tert-butyl ether (MTBE). Washing of the co... The reactants are BrC1=NC(=CC(=C1)N1C2=CC=CC=C2C=2C=C3C(=CC12)C(C1=CC=CC=C13)(C)C)Br (10-(2,6-dibromopyridin-4-yl)-12,12-dimethyl-10,12-dihydro-10-azaindeno[2,1-b]fluorene), N1=CN=CC(=C1)B(O)O (5-pyrimidineboronic acid), C(=O)([O-])[O-].[Na+].[Na+] (Na2CO3). The reagents and catalysts are C=1C=CC(=CC1)[P](C=2C=CC=CC2)(C=3C=CC=CC3)[Pd]([P](C=4C=CC=CC4)(C=5C=CC=CC5)C=6C=CC=CC6)([P](C=7C=CC=CC7)(C=8C=CC=CC8)C=9C=CC=CC9)[P](C=1C=CC=CC1)(C=1C=CC=CC1)C=1C=CC=CC1 (Pd(PPh3)4). Solvent: COCCOC (ethylene glycol dimethyl ether). Product: N1=CN=CC(=C1)C1=NC(=CC(=C1)N1C2=CC=CC=C2C=2C=C3C(=CC12)C(C1=CC=CC=C13)(C)C)C=1C=NC=NC1 (10-(2,6-Dipyrimidin-5-ylpyridin-4-yl)-12,12-dimethyl-10,12-dihydro-10-azaindeno[2,1-b]fluorene). RXN SMILES: Br[C:2]1[CH:7]=[C:6]([N:8]2[C:20]3[CH:19]=[C:18]4[C:21]([CH3:29])([CH3:28])[C:22]5[C:27]([C:17]4=[CH:16][C:15]=3[C:14]3[C:9]2=[CH:10][CH:11]=[CH:12][CH:13]=3)=[CH:26][CH:25]=[CH:24][CH:23]=5)[CH:5]=[C:4](Br)[N:3]=1.[N:31]1[CH:36]=[C:35](B(O)O)[CH:34]=[N:33][CH:32]=1.C([O-])([O-])=O.[Na+].[Na+]>COCCOC.C1C=CC([P]([Pd]([P](C2C=CC=CC=2)(C2C=CC=CC=2)C2C=CC=CC=2)([P](C2C=CC=CC=2)(C2C=CC=CC=2)C2C=CC=CC=2)[P](C2C=CC=CC=2)(C2C=CC=CC=2)C2C=CC=CC=2)(C2C=CC=CC=2)C2C=CC=CC=2)=CC=1>[N:31]1[CH:36]=[C:35]([C:2]2[CH:7]=[C:6]([N:8]3[C:20]4[CH:19]=[C:18]5[C:21]([CH3:29])([CH3:28])[C:22]6[C:27]([C:17]5=[CH:16][C:15]=4[C:14]4[C:9]3=[CH:10][CH:11]=[CH:12][CH:13]=4)=[CH:26][CH:25]=[CH:24][CH:23]=6)[CH:5]=[C:4]([C:35]3[CH:36]=[N:31][CH:32]=[N:33][CH:34]=3)[N:3]=2)[CH:34]=[N:33][CH:32]=1 |f:2.3.4,^1:55,57,76,95|. Procedure details: 15 g (29 mmol) of 10-(2,6-dibromopyridin-4-yl)-12,12-dimethyl-10,12-dihydro-10-azaindeno[2,1-b]fluorene and 7.9 g of 5-pyrimidineboronic acid (63.7 mmol) are suspended in 300 ml of ethylene glycol dimethyl ether. 65 ml of a 2 M Na2CO3 solution are added to the reaction mixture. 1.67 g (1.45 mmol) of Pd(PPh3)4 are added to this suspension. The reaction mixture is heated under reflux for 12 h. After cooling, the precipitated solid is filtered off with suction, washed with water and ethanol and dri... Run in C(Cl)Cl (methylene chloride). Reaction SMILES: [F:1][C:2]1[CH:3]=[C:4]([CH2:9][CH2:10][CH2:11]O)[CH:5]=[CH:6][C:7]=1[F:8].C1(P(C2C=CC=CC=2)C2C=CC=CC=2)C=CC=CC=1.[Br:32]N1C(=O)CCC1=O.O>C(Cl)Cl>[Br:32][CH2:11][CH2:10][CH2:9][C:4]1[CH:5]=[CH:6][C:7]([F:8])=[C:2]([F:1])[CH:3]=1. The yield is 84.8%. The reactants are O (Water), C1(=CC=CC=C1)P(C1=CC=CC=C1)C1=CC=CC=C1 (triphenylphosphine), BrN1C(CCC1=O)=O (N-bromosuccinimide), FC=1C=C(C=CC1F)CCCO (3-(3,4-difluorophenyl)-1-propanol). Procedure: Compound 53-2 (3.11 g) was dissolved in methylene chloride (60 ml), triphenylphosphine (5.21 g) and N-bromosuccinimide (3.54 g) were added under ice-cooling, and the mixture was stirred under ice-cooling for 2 hr. Water was added to the reaction mixture, and the mixture was extracted with methylene chloride and washed with saturated brine, and dried over anhydrous sodium sulfate. The solvent was evaporated under reduced pressure. Diethyl ether was added, and the precipitated triphenylphosphine o... Product: BrCCCC1=CC(=C(C=C1)F)F (1-(3-bromopropyl)-3,4-difluorobenzene). Starting materials: [Si](C)(C)(C(C)(C)C)O[C@H]1[C@@H](CN(C[C@@H]1C)C1=C2C(=NC=C1[N+](=O)[O-])OCC2)NC(OC(C)(C)C)=O (tert-butyl [(3R,4R,5S)-4-{[tert-butyl(dimethyl)silyl]oxy}-5-methyl-1-(5-nitro-2,3-dihydrofuro[2,3-b]pyridin-4-yl)piperidin-3-yl]carbamate), [Cl-].[NH4+] (ammonium chloride), O (water). Reagents/catalysts: [Fe] (iron). The solvent is CCO (EtOH). Reaction conditions: temperature 80 celsius, time 1 hour. The product is NC=1C(=C2C(=NC1)OCC2)N2C[C@H]([C@@H]([C@H](C2)C)O[Si](C)(C)C(C)(C)C)NC(OC(C)(C)C)=O (tert-Butyl ((3R,4R,5S)-1-(5-amino-2,3dihydrofuro[2,3-b]pyridin-4-yl)-4-{[tert-butyl(dimethyl)silyl]oxy}-5-methylpiperidin-3-yl)carbamate). The yield is 98.4%. RXN SMILES: [Si:1]([O:8][C@@H:9]1[C@@H:14]([CH3:15])[CH2:13][N:12]([C:16]2[C:21]([N+:22]([O-])=O)=[CH:20][N:19]=[C:18]3[O:25][CH2:26][CH2:27][C:17]=23)[CH2:11][C@H:10]1[NH:28][C:29](=[O:35])[O:30][C:31]([CH3:34])([CH3:33])[CH3:32])([C:4]([CH3:7])([CH3:6])[CH3:5])([CH3:3])[CH3:2].[Cl-].[NH4+].O>[Fe].CCO>[NH2:22][C:21]1[C:16]([N:12]2[CH2:13][C@H:14]([CH3:15])[C@@H:9]([O:8][Si:1]([C:4]([CH3:6])([CH3:5])[CH3:7])([CH3:2])[CH3:3])[C@H:10]([NH:28][C:29](=[O:35])[O:30][C:31]([CH3:34])([CH3:33])[CH3:32])[CH2:11]2)=[C:17]2[CH2:27][CH2:26][O:25][C:18]2=[N:19][CH:20]=1 |f:1.2|. Reported procedure: To a mixture of tert-butyl [(3R,4R,5S)-4-{[tert-butyl(dimethyl)silyl]oxy}-5-methyl-1-(5-nitro-2,3-dihydrofuro[2,3-b]pyridin-4-yl)piperidin-3-yl]carbamate (73.4 mg, 0.144 mmol), iron powder (89.0 mg, 1.59 mmol), and ammonium chloride (151.4 mg, 2.830 mmol) was added EtOH (2.0 mL) followed by water (0.50 mL, 28 mmol). The mixture was stirred at 80° C. for 1 h. The reaction mixture was filtered through a pad of diatomaceous earth. The diatomaceous earth pad was eluted with a 10% aqueous solution of... Starting materials: ClC1=CC(=C(C#N)C=C1)F (4-chloro-2-fluoro-benzonitrile), C(CO)O (ethylene glycol), C(=O)([O-])[O-].[K+].[K+] (K2CO3). Run in CN(C)C=O (DMF). Run at time 12 hour. The product is ClC1=CC(=C(C#N)C=C1)OCCO (4-chloro-2-(2-hydroxy-ethoxy)-benzonitrile). Reaction SMILES: [Cl:1][C:2]1[CH:9]=[CH:8][C:5]([C:6]#[N:7])=[C:4](F)[CH:3]=1.[CH2:11]([OH:14])[CH2:12][OH:13].C([O-])([O-])=O.[K+].[K+]>CN(C=O)C>[Cl:1][C:2]1[CH:9]=[CH:8][C:5]([C:6]#[N:7])=[C:4]([O:13][CH2:12][CH2:11][OH:14])[CH:3]=1 |f:2.3.4|. Procedure: A mixture of 4-chloro-2-fluoro-benzonitrile (1.00 g, 6.43 mmol), ethylene glycol (3.59 mL, 64.3 mmol) and K2CO3 (1.33 g, 9.64 mmol) in DMF (30 mL) is stirred at RT for 12 h. The reaction mixture is quenched by H2O. EtOAc is added and the organic layer is washed with brine, dried over MgSO4. Concentration in vacuo affords the corresponding 4-chloro-2-(2-hydroxy-ethoxy)-benzonitrile. A THF (6 mL) solution of 4-chloro-2-(2-hydroxy-ethoxy)benzonitrile (875 mg, 4.43 mmol) is added to a suspension of ...